Dataset: the Open Reaction Database (ORD), a public repository of structured organic reaction records. Task: describe an organic reaction: reactants, conditions, products, and yield Reactants: CCCCO, CO, O=C(O)c1cc(Cl)ccc1Cl, [Cu], Nc1ccc(CC(=O)O)cc1, [Na+], [Na+], O=C([O-])[O-], O. The product is O=C(O)Cc1ccc(Nc2ccc(Cl)cc2C(=O)O)cc1. Reaction SMILES: [CH2:29]([OH:30])[CH2:31][CH2:32][CH3:33].[CH3:35][OH:36].[Cl:1][c:2]1[c:3]([C:4](=[O:5])[OH:6])[cH:7][c:8]([Cl:11])[cH:9][cH:10]1.[Cu:34].[NH2:12][c:13]1[cH:14][cH:15][c:16]([CH2:19][C:20](=[O:21])[OH:22])[cH:17][cH:18]1.[Na+:23].[Na+:24].[O-:25][C:26](=[O:27])[O-:28].[OH2:37]>>[c:2]1([NH:12][c:13]2[cH:14][cH:15][c:16]([CH2:19][C:20](=[O:21])[OH:22])[cH:17][cH:18]2)[c:3]([C:4](=[O:5])[OH:6])[cH:7][c:8]([Cl:11])[cH:9][cH:10]1. Reaction SMILES: [C:29].[CH2:1]([c:2]1[cH:3][cH:4][cH:5][cH:6][cH:7]1)[O:8][c:9]1[c:10](=[O:20])[n:11]([CH2:17][O:18][CH3:19])[c:12]([CH3:16])[n:13][c:14]1[CH3:15].[CH3:23][CH2:24][O:25][C:26](=[O:27])[CH3:28].[H:21][H:22].[Pd:30]>>[OH:8][c:9]1[c:10](=[O:20])[n:11]([CH2:17][O:18][CH3:19])[c:12]([CH3:16])[n:13][c:14]1[CH3:15]. The reactants are C, COCn1c(C)nc(C)c(OCc2ccccc2)c1=O, CCOC(C)=O, [H][H], [Pd]. Yields the product COCn1c(C)nc(C)c(O)c1=O. Starting materials: C(C)(C)(C)[Si](OCC(COC1=CC(=C(C=O)C=C1C=1SC=CC1)OC)C(O[SiH2]C(C)(C)C)(C)C)(C)C (4-[3-(tert-butyl-dimethyl-silanyloxy)-2-(tert-butyl-dimethyl-silanyloxymethyl)-propoxy]-2-methoxy-5-thiophen-2-yl-benzaldehyde), [F-].C(CCC)[N+](CCCC)(CCCC)CCCC (tetrabutylammonium fluoride). Run in C(C)(=O)OCC (ethyl acetate), O1CCCC1 (tetrahydrofuran). Reaction conditions: time 30 minute. Product: OCC(COC1=CC(=C(C=O)C=C1C=1SC=CC1)OC)CO (4-(3-hydroxy-2-hydroxymethyl-propoxy)-2-methoxy-5-thiophen-2-yl-benzaldehyde). Isolated yield 81.4%. Reaction SMILES: C([Si](C)(C)[O:6][CH2:7][CH:8]([C:26](C)(C)[O:27][SiH2]C(C)(C)C)[CH2:9][O:10][C:11]1[C:18]([C:19]2[S:20][CH:21]=[CH:22][CH:23]=2)=[CH:17][C:14]([CH:15]=[O:16])=[C:13]([O:24][CH3:25])[CH:12]=1)(C)(C)C.[F-].C([N+](CCCC)(CCCC)CCCC)CCC>O1CCCC1.C(OCC)(=O)C>[OH:6][CH2:7][CH:8]([CH2:26][OH:27])[CH2:9][O:10][C:11]1[C:18]([C:19]2[S:20][CH:21]=[CH:22][CH:23]=2)=[CH:17][C:14]([CH:15]=[O:16])=[C:13]([O:24][CH3:25])[CH:12]=1 |f:1.2|. Reported procedure: Ex-50C: To a solution of 4-[3-(tert-butyl-dimethyl-silanyloxy)-2-(tert-butyl-dimethyl-silanyloxymethyl)-propoxy]-2-methoxy-5-thiophen-2-yl-benzaldehyde (Ex-50B, 0.78 g, 1.41 mmol) in tetrahydrofuran (5 mL) was added tetrabutylammonium fluoride (1 M in tetrahydrofuran, 3.0 mL, 2.9 mmol) and the mixture was stirred at rt for 30 min. The reaction was diluted with ethyl acetate (50 mL) and washed with a 50% ammonium chloride solution (1×30 mL), water (2×30 mL), brine (1×30 mL), dried over sodium sul... The reactants are FCCBr, CN(C)C=O, N#CC(C#N)Cc1ccc(C(F)(F)F)cc1, [H-], [Na+]. The product is N#CC(C#N)(CCF)Cc1ccc(C(F)(F)F)cc1. Reaction SMILES: [Br:19][CH2:20][CH2:21][F:22].[CH3:23][N:24]([CH3:25])[CH:26]=[O:27].[F:1][C:2]([c:3]1[cH:4][cH:5][c:6]([CH2:7][CH:8]([C:9]#[N:10])[C:11]#[N:12])[cH:13][cH:14]1)([F:15])[F:16].[H-:17].[Na+:18]>>[F:1][C:2]([c:3]1[cH:4][cH:5][c:6]([CH2:7][C:8]([C:9]#[N:10])([C:11]#[N:12])[CH2:20][CH2:21][F:22])[cH:13][cH:14]1)([F:15])[F:16]. Starting materials: C1CCOC1, O=C=Nc1cc(C(F)(F)F)ccc1F, CC1(C)OB(c2cc(F)c(N)c(F)c2)OC1(C)C. Yields the product CC1(C)OB(c2cc(F)c(NC(=O)Nc3cc(C(F)(F)F)ccc3F)c(F)c2)OC1(C)C. RXN SMILES: [CH2:33]1[O:34][CH2:35][CH2:36][CH2:37]1.[F:19][c:20]1[c:21]([N:30]=[C:31]=[O:32])[cH:22][c:23]([C:26]([F:27])([F:28])[F:29])[cH:24][cH:25]1.[F:1][c:2]1[c:3]([NH2:4])[c:5]([F:18])[cH:6][c:7]([B:9]2[O:10][C:11]([CH3:16])([CH3:17])[C:12]([CH3:14])([CH3:15])[O:13]2)[cH:8]1>>[F:1][c:2]1[c:3]([NH:4][C:31]([NH:30][c:21]2[c:20]([F:19])[cH:25][cH:24][c:23]([C:26]([F:27])([F:28])[F:29])[cH:22]2)=[O:32])[c:5]([F:18])[cH:6][c:7]([B:9]2[O:10][C:11]([CH3:16])([CH3:17])[C:12]([CH3:14])([CH3:15])[O:13]2)[cH:8]1. The product is [I-].[I-].C(C)[N+](CCCCCCCC1=CC=C(C=C1)CCCCCCC[N+](CC)(CC)CC)(CC)CC (1,4-Bis(7-triethylammonioheptyl)benzene diiodide). As a reaction SMILES: [CH2:1]([N:3]([CH2:29][CH3:30])[CH2:4][CH2:5][CH2:6][CH2:7][CH2:8][CH2:9][CH2:10][C:11]1[CH:16]=[CH:15][C:14]([CH2:17][CH2:18][CH2:19][CH2:20][CH2:21][CH2:22][CH2:23][N:24]([CH2:27][CH3:28])[CH2:25][CH3:26])=[CH:13][CH:12]=1)[CH3:2].[CH2:31]([I:33])[CH3:32].[CH2:34](O)[CH3:35]>>[I-:33].[I-:33].[CH2:27]([N+:24]([CH2:31][CH3:32])([CH2:25][CH3:26])[CH2:23][CH2:22][CH2:21][CH2:20][CH2:19][CH2:18][CH2:17][C:14]1[CH:13]=[CH:12][C:11]([CH2:10][CH2:9][CH2:8][CH2:7][CH2:6][CH2:5][CH2:4][N+:3]([CH2:34][CH3:35])([CH2:1][CH3:2])[CH2:29][CH3:30])=[CH:16][CH:15]=1)[CH3:28] |f:3.4.5|. Procedure: To solution of 97 mg of 1,4-bis(7-diethylaminoheptyl)benzene in 1 ml of absolute ethanol, was added 187 μl of ethyl iodide, and the mixture was refluxed for 3 hours and evaporated under a reduced pressure. After adding acetone, the mixture was concentrated and allowed to stand in a freezer for a week to obtain 152 mg of the title compound as a pale brown crystal. Starting materials: C(C)N(CCCCCCCC1=CC=C(C=C1)CCCCCCCN(CC)CC)CC (1,4-bis(7-diethylaminoheptyl)benzene), C(C)I (ethyl iodide), C(C)O (ethanol). Reactants: NC1=NNC=C1 (aminopyrazole), COC(C1=CC(=C(C=C1)OCC1CC1)Cl)=O (3-Chloro-4-cyclopropylmethoxy-benzoic acid methyl ester), COC(C1=CC(=CC=C1)OC(F)F)=O (3-difluoromethoxy-benzoic acid methyl ester). Yields the product FC(OC=1C=C(C=CC1)C(CC#N)=O)F (3-(3-Difluoromethoxy-phenyl)-3-oxo-propionitrile). As a reaction SMILES: [NH2:1][C:2]1[CH:6]=CNN=1.COC(=O)C1C=CC(OCC2CC2)=C(Cl)C=1.CO[C:25](=[O:36])[C:26]1[CH:31]=[CH:30][CH:29]=[C:28]([O:32][CH:33]([F:35])[F:34])[CH:27]=1>>[F:35][CH:33]([F:34])[O:32][C:28]1[CH:27]=[C:26]([C:25](=[O:36])[CH2:6][C:2]#[N:1])[CH:31]=[CH:30][CH:29]=1. Reported procedure: The product was prepared according to the general procedure for aminopyrazole synthesis (route A1 bis) from 3-difluoromethoxy-benzoic acid methyl ester (1.5 g, 7.4 mmol, 1.0 eq). The crude was precipitated by addition of aqueous HCl to give the product which was used directly for the next step. The reactants are C(C)OC(=O)C=1C(C2=C(NC1)C(C=CC=C2)=O)=O (4,9-Dihydro-4,9-dioxo-1H-cyclohepta[b]pyridine-3-carboxylic Acid Ethyl Ester). Solvent: Cl (HCl). Product: O=C1C2=C(NC=C1C(=O)O)C(C=CC=C2)=O (4,9-Dihydro-4,9-dioxo-1H-cyclohepta[b]pyridine-3-carboxylic Acid). Yield: 89.9%. RXN SMILES: C([O:3][C:4]([C:6]1[C:7](=[O:18])[C:8]2[CH:16]=[CH:15][CH:14]=[CH:13][C:12](=[O:17])[C:9]=2[NH:10][CH:11]=1)=[O:5])C>Cl>[O:18]=[C:7]1[C:6]([C:4]([OH:5])=[O:3])=[CH:11][NH:10][C:9]2[C:12](=[O:17])[CH:13]=[CH:14][CH:15]=[CH:16][C:8]1=2. Procedure details: A mixture of 4,9-dihydro-4,9-dioxo-1H-cyclohepta[b]pyridine-3-carboxylic acid ethyl ester (5.5 g, described in example 2) and 5% aqueous HCl (v/v, 100 ml) was heated at reflux for 2 hr. The reaction mixture was cooled. The precipitate was collected and washed with water and acetone to give 4.38 g of the title compound, nmr (DMSO-d6) δ7.5 (m, 4H), 8.55 (s, 1H), 8.95 (broad, 1H), 10.8 (s, 1H). Reaction SMILES: [F:1][C:2]([F:11])([F:10])[CH:3]1[CH2:8][CH2:7][CH:6]([OH:9])[CH2:5][CH2:4]1.CC(OI1(OC(C)=O)(OC(C)=O)OC(=O)C2C=CC=CC1=2)=O>C(Cl)Cl>[F:1][C:2]([F:10])([F:11])[CH:3]1[CH2:8][CH2:7][C:6](=[O:9])[CH2:5][CH2:4]1. Reaction conditions: time 2 hour. The product is FC(C1CCC(CC1)=O)(F)F (4-trifluoromethylcyclohexanone). Procedure details: To a solution of 4-Trifluoromethylcyclohexanol (4.5 g, 26.7 mmol) in DCM (100 ml) was added Dess-Martin periodinane (13.6 g, 32 mmol), and stirred at rt for 2 h. After the reaction finished, the reaction mixture was concentrated in vacuo, sodium thiosulfate aqueous solution and diethylether were added and stirred at rt for 30 min, and extracted with diethylether. The organic layer was dried over MgSO4, concentrated in vacuo at rt to give the title compound (4.2 g, 94.6%). The solvent is C(Cl)Cl (DCM). Starting materials: FC(C1CCC(CC1)O)(F)F (4-Trifluoromethylcyclohexanol), CC(=O)OI1(C=2C=CC=CC2C(=O)O1)(OC(=O)C)OC(=O)C (Dess-Martin periodinane). Yield: 94.7%.